This data is from the Open Reaction Database (ORD), a public repository of structured organic reaction records. The task is: describe an organic reaction: reactants, conditions, products, and yield The reactants are C(C)N(C(=S)N(N)C)CC (N,N-diethyl-1-methylhydrazinecarbothioamide), N1=CC=CC=C1 (pyridine), ClS(=O)(=O)CC(=O)Cl (2-(chlorosulfonyl)acetyl chloride), CN(N)C(C1=CC=CC=C1)=S (N-methylbenzothiohydrazide), thiohydrazide. Solvent: C1CCOC1 (THF), C1CCOC1 (THF), C1CCOC1 (THF). Run at time 15 minute. The product is C(C)N(C(=S)N(NSCC(=O)NN(C(=S)C1=CC=CC=C1)C)C)CC (N,N-diethyl-1-methyl-2-(2-(2-methyl-2-(phenylcarbonothioyl)hydrazinyl)-2-oxoethylsulfanyl)hydrazinecarbothioamide). Reaction SMILES: Cl[S:2]([CH2:5][C:6](Cl)=[O:7])(=O)=O.[CH3:9][N:10]([C:12](=[S:19])[C:13]1[CH:18]=[CH:17][CH:16]=[CH:15][CH:14]=1)[NH2:11].[CH2:20]([N:22]([CH2:28][CH3:29])[C:23]([N:25]([CH3:27])[NH2:26])=[S:24])[CH3:21].N1C=CC=CC=1>C1COCC1>[CH2:20]([N:22]([CH2:28][CH3:29])[C:23]([N:25]([CH3:27])[NH:26][S:2][CH2:5][C:6]([NH:11][N:10]([CH3:9])[C:12]([C:13]1[CH:14]=[CH:15][CH:16]=[CH:17][CH:18]=1)=[S:19])=[O:7])=[S:24])[CH3:21]. Procedure: 44 mg (0.25 mmol) 2-(chlorosulfonyl)acetyl chloride dissolved in 1 ml dry THF was treated with 42 mg (0.25 mmol) N-methylbenzothiohydrazide dissolved in 0.5 ml THF at 0° C. over 15 min. The reaction was stirred for 15 min and then checked by TLC if the thiohydrazide has completely reacted. Now 40 mg (0.25 mmol) N,N-diethyl-1-methylhydrazinecarbothioamide dissolved in 0.5 ml THF was added and the mixture stirred at 0° C. for 15 min. Then 60 μl (0.75 mmol) pyridine was added and the reaction allow... The reactants are [Cl-].[Na+] (sodium chloride), N1=CC=C(C=C1)C=O (4-pyridinecarboxaldehyde), CC1(OC(=CC1=O)C)C1=CC=CC=C1 (2,5-dimethyl-2-phenyl-3(2H)-furanone), N12CCCCCC2=NCCC1 (1,8-diazabicyclo[5.4.0]undec-7-ene). Run in C(C)O (ethanol). Run at temperature 60 celsius. The product is CC1(OC(=CC1=O)C=CC1=CC=NC=C1)C1=CC=CC=C1 (2-Methyl-2-phenyl-5-[2-(4-pyridinyl)ethenyl]-3(2H)-furanone). Isolated yield 37.0%. Reaction SMILES: [N:1]1[CH:6]=[CH:5][C:4]([CH:7]=O)=[CH:3][CH:2]=1.[CH3:9][C:10]1([C:17]2[CH:22]=[CH:21][CH:20]=[CH:19][CH:18]=2)[C:14](=[O:15])[CH:13]=[C:12]([CH3:16])[O:11]1.N12CCCN=C1CCCCC2.[Cl-].[Na+]>C(O)C>[CH3:9][C:10]1([C:17]2[CH:22]=[CH:21][CH:20]=[CH:19][CH:18]=2)[C:14](=[O:15])[CH:13]=[C:12]([CH:16]=[CH:7][C:4]2[CH:3]=[CH:2][N:1]=[CH:6][CH:5]=2)[O:11]1 |f:3.4|. Reported procedure: To a solution of 4-pyridinecarboxaldehyde (1.4 mL, 14.9 mM) and 2,5-dimethyl-2-phenyl-3(2H)-furanone (2.0 g, 10.6 mm) in ethanol (50 mL), was added 1,8-diazabicyclo[5.4.0]undec-7-ene (DBU, 323 mg, 2.1 mM). The reaction solution was heated at 60° C. for 4 hours. After the reaction solution cooled to room temperature, saturated aqueous sodium chloride (400 mL) was added. The aqueous layer was extracted with diethyl ether (3×100 mL). The combined dichloromethane extracts were washed with saturated ... Reactants: ClC1=NC=NC(=C1C1=CC=C(C=C1)C)Cl (4,6-dichloro-5-(4-methylphenyl)pyrimidine), O1CCCC1 (tetrahydrofuran), C(CO)O (ethylene glycol), [H-].[Na+] (sodium hydride). The solvent is C(C)(=O)O (acetic acid). Yields the product ClC1=C(C(=NC=N1)OCCO)C1=CC=C(C=C1)C (2-{6-chloro-5-(4-methylphenyl)pyrimidin-4-yloxy}ethanol). Reaction SMILES: O1CCCC1.[CH2:6]([OH:9])[CH2:7][OH:8].[H-].[Na+].[Cl:12][C:13]1[C:18]([C:19]2[CH:24]=[CH:23][C:22]([CH3:25])=[CH:21][CH:20]=2)=[C:17](Cl)[N:16]=[CH:15][N:14]=1>C(O)(=O)C>[Cl:12][C:13]1[N:14]=[CH:15][N:16]=[C:17]([O:8][CH2:7][CH2:6][OH:9])[C:18]=1[C:19]1[CH:24]=[CH:23][C:22]([CH3:25])=[CH:21][CH:20]=1 |f:2.3|. Procedure: To a mixture of tetrahydrofuran (400 ml) and ethylene glycol (60 ml) is added with stirring sodium hydride (60% dispersion, 3.38 g) under ice-cooling, and thereto is added 4,6-dichloro-5-(4-methylphenyl)pyrimidine (20.0 g). The mixture is stirred under ice-cooling for 30 minutes, and then stirred at room temperature for two hours. The mixture is weakly acidified with acetic acid, and concentrated under reduced pressure. The residue is dissolved in ethyl acetate, and washed, dried, and concentrat... Reactants: ClC1=CC(=C(C(=O)OCC)C=C1[N+](=O)[O-])OCCCCCCCCCCCCCCCC (ethyl 4-chloro-2-hexadecyloxy-5-nitrobenzoate), C(C)(C)(C)C1=CC(=NO1)O (5-t-butyl-3-hydroxyisoxazole), Cl (hydrochloric acid), C([O-])([O-])=O.[K+].[K+] (potassium carbonate). The solvent is CS(=O)C (dimethyl sulfoxide). Product: C(C)(C)(C)C1=CC(N(O1)C1=C(C=C(C(=C1)OCCCCCCCCCCCCCCCC)C(=O)OCC)[N+](=O)[O-])=O (5-t-butyl-2-(4-ethoxycarbonyl-5-hexadecyloxy-2-nitrophenyl)-4-isoxazolin-3-one). Isolated yield 37.9%. As a reaction SMILES: Cl[C:2]1[C:12]([N+:13]([O-:15])=[O:14])=[CH:11][C:5]([C:6]([O:8][CH2:9][CH3:10])=[O:7])=[C:4]([O:16][CH2:17][CH2:18][CH2:19][CH2:20][CH2:21][CH2:22][CH2:23][CH2:24][CH2:25][CH2:26][CH2:27][CH2:28][CH2:29][CH2:30][CH2:31][CH3:32])[CH:3]=1.[C:33]([C:37]1[O:41][N:40]=[C:39]([OH:42])[CH:38]=1)([CH3:36])([CH3:35])[CH3:34].C(=O)([O-])[O-].[K+].[K+].Cl>CS(C)=O>[C:33]([C:37]1[O:41][N:40]([C:2]2[CH:3]=[C:4]([O:16][CH2:17][CH2:18][CH2:19][CH2:20][CH2:21][CH2:22][CH2:23][CH2:24][CH2:25][CH2:26][CH2:27][CH2:28][CH2:29][CH2:30][CH2:31][CH3:32])[C:5]([C:6]([O:8][CH2:9][CH3:10])=[O:7])=[CH:11][C:12]=2[N+:13]([O-:15])=[O:14])[C:39](=[O:42])[CH:38]=1)([CH3:36])([CH3:35])[CH3:34] |f:2.3.4|. Reported procedure: In 300 ml of dimethyl sulfoxide were dissolved 65 g of ethyl 4-chloro-2-hexadecyloxy-5-nitrobenzoate and 24 g of 5-t-butyl-3-hydroxyisoxazole and after adding thereto 24 g of potassium carbonate, the reaction was performed for 8 hours at 75° C. After the reaction was over, the reaction mixture obtained was poured into diluted hydrochloric acid and the product formed was extracted with ethyl acetate. After recovering and drying the organic phase thus formed, the solvent was distilled off from the... Reactants: C(C1=CC=CC=C1)OC1=CC(=CC=C1)CCN(C)C1=NC(=C(N=C1)C1=CC=CC=C1)C1=CC=CC=C1 (1-(benzyloxy)-3-{2-[N-(5,6-diphenylpyrazin-2-yl)-N-methylamino]ethyl}benzene), Cl (hydrochloric acid), C(O)([O-])=O.[Na+] (sodium hydrogen carbonate). Run in C(C)O (ethanol). Run at temperature 80 celsius, time 17 hour. Product: C1(=CC=CC=C1)C=1N=CC(=NC1C1=CC=CC=C1)N(C)CCC=1C=C(C=CC1)O (3-{2-[N-(5,6-diphenylpyrazin-2-yl)-N-methylamino]ethyl}phenol). Yield: 91.9%. Reaction SMILES: C([O:8][C:9]1[CH:14]=[CH:13][CH:12]=[C:11]([CH2:15][CH2:16][N:17]([C:19]2[CH:24]=[N:23][C:22]([C:25]3[CH:30]=[CH:29][CH:28]=[CH:27][CH:26]=3)=[C:21]([C:31]3[CH:36]=[CH:35][CH:34]=[CH:33][CH:32]=3)[N:20]=2)[CH3:18])[CH:10]=1)C1C=CC=CC=1.Cl.C(=O)([O-])O.[Na+]>C(O)C>[C:25]1([C:22]2[N:23]=[CH:24][C:19]([N:17]([CH2:16][CH2:15][C:11]3[CH:10]=[C:9]([OH:8])[CH:14]=[CH:13][CH:12]=3)[CH3:18])=[N:20][C:21]=2[C:31]2[CH:36]=[CH:35][CH:34]=[CH:33][CH:32]=2)[CH:26]=[CH:27][CH:28]=[CH:29][CH:30]=1 |f:2.3|. Procedure: To 1.17 g of 1-(benzyloxy)-3-{2-[N-(5,6-diphenylpyrazin-2-yl)-N-methylamino]ethyl}benzene, 12 ml of ethanol and 6 ml of hydrochloric acid were added, followed by heating with stirring at 80° C. for 17 hours. The reaction solution was air-cooled to room temperature, neutralized with an aqueous saturated sodium hydrogen carbonate solution and then extracted with ethyl acetate. The extract was washed with water, dried over anhydrous magnesium sulfate, and then the solvent was evaporated under reduc...